From a dataset of the Open Reaction Database (ORD), a public repository of structured organic reaction records. describe an organic reaction: reactants, conditions, products, and yield The reactants are S(=O)(Cl)Cl (Thionyl chloride), OCC1=NC=CC(=N1)N1CCCCC1 (2-hydroxymethyl-4-piperidinopyrimidine), [OH-].[Na+] (NaOH). Solvent: C(Cl)(Cl)Cl (chloroform). Reaction conditions: time 2.5 hour. The product is ClCC1=NC=CC(=N1)N1CCCCC1 (2-chloromethyl-4-piperidino-pyrimidine). As a reaction SMILES: S(Cl)([Cl:3])=O.O[CH2:6][C:7]1[N:12]=[C:11]([N:13]2[CH2:18][CH2:17][CH2:16][CH2:15][CH2:14]2)[CH:10]=[CH:9][N:8]=1.[OH-].[Na+]>C(Cl)(Cl)Cl>[Cl:3][CH2:6][C:7]1[N:12]=[C:11]([N:13]2[CH2:18][CH2:17][CH2:16][CH2:15][CH2:14]2)[CH:10]=[CH:9][N:8]=1 |f:2.3|. Reported procedure: Thionyl chloride (3.01 ml) was added dropwise to a stirred solution of 2-hydroxymethyl-4-piperidinopyrimidine (2.66 g) in chloroform (20 ml) cooled in an ice/salt bath. The mixture was allowed to warm to room temperature and stirred for a further 2.5 hours. The solution was poured onto ice, the pH raised to ca. 8 (NaOH), and extracted with chloroform. The extracts were dried and stripped to give 2-chloromethyl-4-piperidino-pyrimidine (2.92 g) as an unstable oil which was used immediately. Reactants: Cl.Cl.NC1=CC(=C(C(=O)NCC2CCNCC2)C=C1Cl)OC (4-Amino-5-chloro-2-methoxy-N-(piperidin-4-ylmethyl)benzamide dihydrochloride), C([O-])([O-])=O.[K+].[K+] (potassium carbonate), BrCCCCCCC(=O)C1=CC=CC=C1 (7-bromo-1-phenyl-1-heptanone). Yields the product NC1=CC(=C(C(=O)NCC2CCN(CC2)CCCCCCC(C2=CC=CC=C2)=O)C=C1Cl)OC (4-amino-5-chloro-2-methoxy-N-((1-(7-oxo-7-phenylheptyl)piperidin-4-yl)methyl)benzamide). Yield: 48.2%. Reaction SMILES: Cl.Cl.[NH2:3][C:4]1[C:19]([Cl:20])=[CH:18][C:7]([C:8]([NH:10][CH2:11][CH:12]2[CH2:17][CH2:16][NH:15][CH2:14][CH2:13]2)=[O:9])=[C:6]([O:21][CH3:22])[CH:5]=1.C(=O)([O-])[O-].[K+].[K+].Br[CH2:30][CH2:31][CH2:32][CH2:33][CH2:34][CH2:35][C:36]([C:38]1[CH:43]=[CH:42][CH:41]=[CH:40][CH:39]=1)=[O:37]>>[NH2:3][C:4]1[C:19]([Cl:20])=[CH:18][C:7]([C:8]([NH:10][CH2:11][CH:12]2[CH2:13][CH2:14][N:15]([CH2:30][CH2:31][CH2:32][CH2:33][CH2:34][CH2:35][C:36](=[O:37])[C:38]3[CH:43]=[CH:42][CH:41]=[CH:40][CH:39]=3)[CH2:16][CH2:17]2)=[O:9])=[C:6]([O:21][CH3:22])[CH:5]=1 |f:0.1.2,3.4.5|. Procedure: 4-Amino-5-chloro-2-methoxy-N-(piperidin-4-ylmethyl)benzamide dihydrochloride (1.3 g) as starting compound, potassium carbonate (2.1 g) and 7-bromo-1-phenyl-1-heptanone (0.92 g) were reacted and treated in the same manner as in Example 172 to give 0.80 g of 4-amino-5-chloro-2-methoxy-N-((1-(7-oxo-7-phenylheptyl)piperidin-4-yl)methyl)benzamide.